From a dataset of the Open Reaction Database (ORD), a public repository of structured organic reaction records. describe an organic reaction: reactants, conditions, products, and yield Starting materials: ClC1=C(C2=C(CCN(CC2)C(C(F)(F)F)=O)C=C1)OS(=O)(=O)C(F)(F)F (7-chloro-3-(2,2,2-trifluoroacetyl)-6-trifluoromethanesulfonyloxy-2,3,4,5-tetrahydro-1H-benzo[d]azepine), C1(CC1)CNC1=CC(=NS1)C1=CC=C(CN)C=C1 (4-[5-(cyclopropylmethyl-amino)-isothiazol-3-yl]-benzylamine). The solvent is C1(=CC=CC=C1)C (toluene). Product: ClC1=C(C2=C(CCN(CC2)C(C(F)(F)F)=O)C=C1)NCC1=CC=C(C=C1)C1=NSC(=C1)NCC1CC1 (7-chloro-6-{4-[5-(cyclopropylmethyl-amino)-isothiazol-3-yl]-benzylamino}-3-(2,2,2-trifluoroacetyl)-2,3,4,5-tetrahydro-1H-benzo[d]azepine). Yield: 39.5%. As a reaction SMILES: [Cl:1][C:2]1[CH:18]=[CH:17][C:5]2[CH2:6][CH2:7][N:8]([C:11](=[O:16])[C:12]([F:15])([F:14])[F:13])[CH2:9][CH2:10][C:4]=2[C:3]=1OS(C(F)(F)F)(=O)=O.[CH:27]1([CH2:30][NH:31][C:32]2[S:36][N:35]=[C:34]([C:37]3[CH:44]=[CH:43][C:40]([CH2:41][NH2:42])=[CH:39][CH:38]=3)[CH:33]=2)[CH2:29][CH2:28]1>C1(C)C=CC=CC=1>[Cl:1][C:2]1[CH:18]=[CH:17][C:5]2[CH2:6][CH2:7][N:8]([C:11](=[O:16])[C:12]([F:15])([F:13])[F:14])[CH2:9][CH2:10][C:4]=2[C:3]=1[NH:42][CH2:41][C:40]1[CH:39]=[CH:38][C:37]([C:34]2[CH:33]=[C:32]([NH:31][CH2:30][CH:27]3[CH2:29][CH2:28]3)[S:36][N:35]=2)=[CH:44][CH:43]=1. Procedure details: Use a method similar to the General Procedure 1-2 to couple 7-chloro-3-(2,2,2-trifluoroacetyl)-6-trifluoromethanesulfonyloxy-2,3,4,5-tetrahydro-1H-benzo[d]azepine (75 mg, 0.18 mmol) with 4-[5-(cyclopropylmethyl-amino)-isothiazol-3-yl]-benzylamine (68 mg, 0.26 mmol) in toluene (3 mL). Purify the crude mixture by chromatography on silica gel (4 g) eluting with hexane/EtOAc with 2% methanol (9:1 to 4:1 gradient) to obtain 7-chloro-6-{4-[5-(cyclopropylmethyl-amino)-isothiazol-3-yl]-benzylamino}-3-(2...